Dataset: the Open Reaction Database (ORD), a public repository of structured organic reaction records. Task: describe an organic reaction: reactants, conditions, products, and yield Starting materials: C(C=C)NC1=NC(=NC2=CC=C(C=C12)[N+](=O)[O-])Cl (4-allylamino-2-chloro-6-nitroquinazoline), C(C)(C)N (isopropylamine). Solvent: O (Water). Conditions: time 3 hour. The product is C(C=C)NC1=NC(=NC2=CC=C(C=C12)[N+](=O)[O-])NC(C)C (4-Allylamino-2-isopropylamino-6-nitroquinazoline). The yield is 98.9%. Reaction SMILES: [CH2:1]([NH:4][C:5]1[C:14]2[C:9](=[CH:10][CH:11]=[C:12]([N+:15]([O-:17])=[O:16])[CH:13]=2)[N:8]=[C:7](Cl)[N:6]=1)[CH:2]=[CH2:3].[CH:19]([NH2:22])([CH3:21])[CH3:20]>O>[CH2:1]([NH:4][C:5]1[C:14]2[C:9](=[CH:10][CH:11]=[C:12]([N+:15]([O-:17])=[O:16])[CH:13]=2)[N:8]=[C:7]([NH:22][CH:19]([CH3:21])[CH3:20])[N:6]=1)[CH:2]=[CH2:3]. Procedure details: A mixture of 250 mg (0.95 mmol) of 4-allylamino-2-chloro-6-nitroquinazoline and 694 mg (11.74 mmol) of isopropylamine was stirred at room temperature for 3 hours. Water was added to the reaction mixture, and crystals thus precipitated were filtered to give 270 mg (yield: 99.4%) of the title compound. Starting materials: CC(=O)N1CCc2cccc(C#N)c21, CC(=O)O, O=[N+]([O-])O, O=S(=O)(O)O. Product: CC(=O)N1CCc2cc([N+](=O)[O-])cc(C#N)c21. As a reaction SMILES: [C:10]([CH3:11])(=[O:12])[N:13]1[CH2:14][CH2:15][c:16]2[cH:17][cH:18][cH:19][c:20]([C:22]#[N:23])[c:21]21.[CH3:24][C:25](=[O:26])[OH:27].[OH:6][N+:7]([O-:8])=[O:9].[S:1](=[O:2])(=[O:3])([OH:4])[OH:5]>>[O-:6][N+:7](=[O:9])[c:18]1[cH:17][c:16]2[c:21]([c:20]([C:22]#[N:23])[cH:19]1)[N:13]([C:10]([CH3:11])=[O:12])[CH2:14][CH2:15]2. Reactants: CN1CC2(CCC(CC2(CC1)C1=CC(=CC=C1)OC)N)C (N-Methyl-6-amino-4a-(3-methoxyphenyl)-8a-methyloctahydroisoquinoline), C1(C=2C(C(=O)O1)=CC=CC2)=O (phthalic anhydride). Solvent: C1(=CC=CC=C1)C (toluene). Yields the product C1(C=2C(C(N1)=O)=CC=CC2)=O.CN2CC1(CCC(CC1(CC2)C2=CC(=CC=C2)OC)N)C (N-Methyl-6-amino-4a-(3-methoxyphenyl)-8a-methyloctahydroisoquinoline Phthalimide). Isolated yield 175.8%. As a reaction SMILES: [CH3:1][N:2]1[CH2:11][CH2:10][C:9]2([C:12]3[CH:17]=[CH:16][CH:15]=[C:14]([O:18][CH3:19])[CH:13]=3)[C:4]([CH3:21])([CH2:5][CH2:6][CH:7]([NH2:20])[CH2:8]2)[CH2:3]1.[C:22]1(=O)[O:27][C:25](=[O:26])[C:24]2=[CH:28][CH:29]=[CH:30][CH:31]=[C:23]12>C1(C)C=CC=CC=1>[C:22]1(=[O:27])[NH:2][C:25](=[O:26])[C:24]2=[CH:28][CH:29]=[CH:30][CH:31]=[C:23]12.[CH3:1][N:2]1[CH2:11][CH2:10][C:9]2([C:12]3[CH:17]=[CH:16][CH:15]=[C:14]([O:18][CH3:19])[CH:13]=3)[C:4]([CH3:21])([CH2:5][CH2:6][CH:7]([NH2:20])[CH2:8]2)[CH2:3]1 |f:3.4|. Procedure: Amine 20 (1.70 g, 0.0058 mol) was dissolved in anhydrous toluene (100 mL) followed by the addition of phthalic anhydride (2.61 g, 0.018 mol), and the mixture was refluxed with Dean-Stark trap overnight. The solution was then cooled, washed with 1 N NaOH (3×50 mL) and water. The organic layer was collected, dried (Na2SO4) and the solvent removed under reduced pressure yielding crude product. The crude product was purified by flash chromatography (30% EtOAc/hexanes on neutral Al2O3 Brockman activi... Reactants: N/C(=C(/C#N)\N)/C#N (diaminomaleonitrile), C(CCC)(OC)(OC)OC (trimethyl orthobutyrate). Product: C(CC)C=1NC(=C(N1)C#N)C#N (2-Propylimidazole-4,5-dicarbonitrile). Isolated yield 78.9%. As a reaction SMILES: [NH2:1]/[C:2](/[C:7]#[N:8])=[C:3](\[NH2:6])/[C:4]#[N:5].[C:9](OC)(OC)(OC)[CH2:10][CH2:11][CH3:12]>>[CH2:10]([C:9]1[NH:1][C:2]([C:7]#[N:8])=[C:3]([C:4]#[N:5])[N:6]=1)[CH2:11][CH3:12]. Reported procedure: Following a procedure similar to that described in Preparation 1, but using 16.0 g of diaminomaleonitrile and 24 g of trimethyl orthobutyrate, 18.7 g of the title compound were obtained as crystals, melting at 141°-144° C. Reactants: N(=O)[O-].[Na+] (sodium nitrite), C(C)(=O)N1CCC(CC1)(C#C)OC1=C(C=C(C=C1)F)N (1-N-acetyl-4-(2-amino-4-fluorophenoxy)-4-ethynylpiperidine), Cl (hydrochloric acid), Cl (hydrochloric acid). The solvent is O (water), O (water). Conditions: time 27.5 minute. Product: C(C)(=O)N1CCC2(CC1)OC1=C(C2=C)C=C(C=C1)F (1'-N-Acetyl-5-fluoro-3-methylenespiro[benzofuran-2(3H),4'-piperidine]). Isolated yield 25.7%. As a reaction SMILES: [C:1]([N:4]1[CH2:9][CH2:8][C:7]([O:12][C:13]2[CH:18]=[CH:17][C:16]([F:19])=[CH:15][C:14]=2N)([C:10]#[CH:11])[CH2:6][CH2:5]1)(=[O:3])[CH3:2].Cl.N([O-])=O.[Na+]>O>[C:1]([N:4]1[CH2:9][CH2:8][C:7]2([C:10](=[CH2:11])[C:14]3[CH:15]=[C:16]([F:19])[CH:17]=[CH:18][C:13]=3[O:12]2)[CH2:6][CH2:5]1)(=[O:3])[CH3:2] |f:2.3|. Procedure details: A stirred suspension of 19.4 g of 1-N-acetyl-4-(2-amino-4-fluorophenoxy)-4-ethynylpiperidine, 91 ml of water and 6.9 ml of hydrochloric acid was heated at reflux until the starting material dissolved. The mixture was then cooled to below 10°. To the mixture was added slowly, dropwise, 7.6 ml of concentrated hydrochloric acid at a rate such that the temperature did not exceed 10°. To the mixture was then added dropwise a solution of 5.09 g of sodium nitrite in 11 ml water, maintaining the tempera... Reactants: C1CCOC1, Cl, Cl, [Li+], CCOC(=O)CC(Cc1csc(CCCCNc2cc(N3CCOCC3)ccn2)n1)c1ccc2c(c1)OCO2, [OH-]. Product: Cl, O=C(O)CC(Cc1csc(CCCCNc2cc(N3CCOCC3)ccn2)n1)c1ccc2c(c1)OCO2. Reaction SMILES: [CH2:44]1[O:45][CH2:46][CH2:47][CH2:48]1.[ClH:1].[ClH:43].[Li+:42].[O:2]1[CH2:3][O:4][c:5]2[c:6]1[cH:7][cH:8][c:9]([CH:11]([CH2:12][C:13](=[O:14])[O:15][CH2:16][CH3:17])[CH2:18][c:19]1[n:20][c:21]([CH2:24][CH2:25][CH2:26][CH2:27][NH:28][c:29]3[n:30][cH:31][cH:32][c:33]([N:35]4[CH2:36][CH2:37][O:38][CH2:39][CH2:40]4)[cH:34]3)[s:22][cH:23]1)[cH:10]2.[OH-:41]>>[ClH:1].[O:2]1[CH2:3][O:4][c:5]2[c:6]1[cH:7][cH:8][c:9]([CH:11]([CH2:12][C:13](=[O:14])[OH:15])[CH2:18][c:19]1[n:20][c:21]([CH2:24][CH2:25][CH2:26][CH2:27][NH:28][c:29]3[n:30][cH:31][cH:32][c:33]([N:35]4[CH2:36][CH2:37][O:38][CH2:39][CH2:40]4)[cH:34]3)[s:22][cH:23]1)[cH:10]2. Reactants: CC#CCCO, CN(C)C=O, Fc1ccccc1-c1cc(Cl)ncn1, [H-], [Na+], O. The product is CC#CCCOc1cc(-c2ccccc2F)ncn1. As a reaction SMILES: [CH2:15]([CH2:16][C:17]#[C:18][CH3:19])[OH:20].[CH3:24][N:25]([CH3:26])[CH:27]=[O:28].[Cl:1][c:2]1[n:3][cH:4][n:5][c:6](-[c:8]2[c:9]([F:14])[cH:10][cH:11][cH:12][cH:13]2)[cH:7]1.[H-:21].[Na+:22].[OH2:23]>>[c:2]1([O:20][CH2:15][CH2:16][C:17]#[C:18][CH3:19])[n:3][cH:4][n:5][c:6](-[c:8]2[c:9]([F:14])[cH:10][cH:11][cH:12][cH:13]2)[cH:7]1.